Task: describe an organic reaction: reactants, conditions, products, and yield. Dataset: the Open Reaction Database (ORD), a public repository of structured organic reaction records Starting materials: CCc1nnn(C2CC(n3cnc4c(NCC(c5ccc(O)cc5)c5ccc(O)cc5)nc(N5CCC(NC(=O)OC(C)(C)C)C5)nc43)C(O)C2O)n1, O=C(OCc1ccccc1)N1CCN(C2CCN(c3nc(NCC(c4ccccc4)c4ccccc4)c4ncn(C5CC(n6cc(CO)cn6)C(O)C5O)c4n3)C2)CC1, O=C(O)C(F)(F)F. The product is CCc1nnn(C2CC(n3cnc4c(NCC(c5ccc(O)cc5)c5ccc(O)cc5)nc(N5CCC(N)C5)nc43)C(O)C2O)n1. RXN SMILES: [C:1]([O:2][C:3](=[O:4])[NH:7][CH:8]1[CH2:9][N:10]([c:13]2[n:14][c:15]([NH:36][CH2:37][CH:38]([c:39]3[cH:40][cH:41][c:42]([OH:45])[cH:43][cH:44]3)[c:46]3[cH:47][cH:48][c:49]([OH:52])[cH:50][cH:51]3)[c:16]3[n:17][cH:18][n:19]([CH:22]4[CH:23]([OH:35])[CH:24]([OH:34])[CH:25]([n:27]5[n:28][c:29]([CH2:32][CH3:33])[n:30][n:31]5)[CH2:26]4)[c:20]3[n:21]2)[CH2:11][CH2:12]1)([CH3:5])([CH3:6])[CH3:53].[CH2:61]([O:62][C:63]([N:64]1[CH2:65][CH2:66][N:67]([CH:68]2[CH2:69][CH2:70][N:71]([c:72]3[n:73][c:74]4[c:75]([n:76][cH:77][n:78]4[CH:79]4[CH2:80][CH:81]([n:82]5[cH:83][c:84]([CH2:85][OH:86])[cH:87][n:88]5)[CH:89]([OH:90])[CH:91]4[OH:92])[c:93]([NH:94][CH2:95][CH:96]([c:97]4[cH:98][cH:99][cH:100][cH:101][cH:102]4)[c:103]4[cH:104][cH:105][cH:106][cH:107][cH:108]4)[n:109]3)[CH2:110]2)[CH2:111][CH2:112]1)=[O:113])[c:114]1[cH:115][cH:116][cH:117][cH:118][cH:119]1.[F:54][C:55]([F:56])([F:57])[C:58]([OH:59])=[O:60]>>[NH2:7][CH:8]1[CH2:9][N:10]([c:13]2[n:14][c:15]([NH:36][CH2:37][CH:38]([c:39]3[cH:40][cH:41][c:42]([OH:45])[cH:43][cH:44]3)[c:46]3[cH:47][cH:48][c:49]([OH:52])[cH:50][cH:51]3)[c:16]3[n:17][cH:18][n:19]([CH:22]4[CH:23]([OH:35])[CH:24]([OH:34])[CH:25]([n:27]5[n:28][c:29]([CH2:32][CH3:33])[n:30][n:31]5)[CH2:26]4)[c:20]3[n:21]2)[CH2:11][CH2:12]1. Starting materials: N#Cc1c(-c2ccccc2)c(-c2ccccc2)n[nH]c1=O, C=CC#N, O, c1ccncc1. The product is N#CCCn1nc(-c2ccccc2)c(-c2ccccc2)c(C#N)c1=O. As a reaction SMILES: [C:1](#[N:2])[c:3]1[c:4](=[O:21])[nH:5][n:6][c:7](-[c:15]2[cH:16][cH:17][cH:18][cH:19][cH:20]2)[c:8]1-[c:9]1[cH:10][cH:11][cH:12][cH:13][cH:14]1.[CH2:22]=[CH:23][C:24]#[N:25].[OH2:32].[cH:26]1[cH:27][cH:28][n:29][cH:30][cH:31]1>>[C:1](#[N:2])[c:3]1[c:4](=[O:21])[n:5]([CH2:22][CH2:23][C:24]#[N:25])[n:6][c:7](-[c:15]2[cH:16][cH:17][cH:18][cH:19][cH:20]2)[c:8]1-[c:9]1[cH:10][cH:11][cH:12][cH:13][cH:14]1. Starting materials: NC1=CC=C(C=C1)S(=O)(=O)C[N+](=O)[O-] ((4-Aminophenylsulphonyl)nitromethane), CO (methanol), C(=O)OC(C)=O (Acetic formic anhydride). Solvent: CCOCC (ether). Run at time 16 hour. The product is C(=O)NC1=CC=C(C=C1)S(=O)(=O)C[N+](=O)[O-] ((4-formamidophenylsulphonyl)nitromethane). The yield is 90.4%. RXN SMILES: [NH2:1][C:2]1[CH:7]=[CH:6][C:5]([S:8]([CH2:11][N+:12]([O-:14])=[O:13])(=[O:10])=[O:9])=[CH:4][CH:3]=1.[CH:15](OC(=O)C)=[O:16].CO>CCOCC>[CH:15]([NH:1][C:2]1[CH:7]=[CH:6][C:5]([S:8]([CH2:11][N+:12]([O-:14])=[O:13])(=[O:10])=[O:9])=[CH:4][CH:3]=1)=[O:16]. Procedure: (4-Aminophenylsulphonyl)nitromethane (0.96 g, 4.44 mmol) was suspended in ether (50 ml). Acetic formic anhydride (1.0 g, 11.36 mmol) was added dropwise and the reaction mixture was stirred for 16 hours. The white precipitate was collected by filtration and triturated with ether (50 ml). There was thus obtained (4-formamidophenylsulphonyl)nitromethane (0.98 g, 90% yield), m.p. 192°-193° C. (after recrystallisation from aqueous methanol); microanalysis, found: C, 39.3; H, 3.1; N, 11.4%; C8H8N2O5S ... The reactants are Cl.FC=1C=C(CN2N=CC(=C2)C2=CN(C3=NC=C(C=C32)C3=CC=C(C=C3)C3CCNCC3)S(=O)(=O)C3=CC=C(C)C=C3)C=CC1 (3-(1-(3-fluorobenzyl)-1H-pyrazol-4-yl)-5-(4-(piperidin-4-yl)phenyl)-1-tosyl-1H-pyrrolo[2,3-b]pyridine hydrochloride), FC=1C=C(CN2N=CC(=C2)C2=CN(C3=NC=C(C=C32)C3=CC=C(C=C3)N3CCN(CC3)C[C@@H](C)O)S(=O)(=O)C3=CC=C(C)C=C3)C=CC1 ((R)-1-(4-(4-(3-(1-(3-fluorobenzyl)-1H-pyrazol-4-yl)-1-tosyl-1H-pyrrolo[2,3-b]pyridin-5-yl)phenyl)piperazin-1-yl)propan-2-ol), [OH-].[Li+] (lithium hydroxide). The solvent is C1CCOC1.CO.O (THF methanol water). The product is FC=1C=C(CN2N=CC(=C2)C2=CNC3=NC=C(C=C32)C3=CC=C(C=C3)N3CCN(CC3)C[C@@H](C)O)C=CC1 ((R)-1-(4-(4-(3-(1-(3-fluorobenzyl)-1H-pyrazol-4-yl)-1H-pyrrolo[2,3-b]pyridin-5-yl)phenyl) piperazin-1-yl)propan-2-ol). Isolated yield 28.6%. Reaction SMILES: Cl.FC1C=C(C=CC=1)CN1C=C(C2C3C(=NC=C(C4C=CC(C5CCNCC5)=CC=4)C=3)N(S(C3C=CC(C)=CC=3)(=O)=O)C=2)C=N1.[F:46][C:47]1[CH:48]=[C:49]([CH:91]=[CH:92][CH:93]=1)[CH2:50][N:51]1[CH:55]=[C:54]([C:56]2[C:64]3[C:59](=[N:60][CH:61]=[C:62]([C:65]4[CH:70]=[CH:69][C:68]([N:71]5[CH2:76][CH2:75][N:74]([CH2:77][C@H:78]([OH:80])[CH3:79])[CH2:73][CH2:72]5)=[CH:67][CH:66]=4)[CH:63]=3)[N:58](S(C3C=CC(C)=CC=3)(=O)=O)[CH:57]=2)[CH:53]=[N:52]1.[OH-].[Li+]>C1COCC1.CO.O>[F:46][C:47]1[CH:48]=[C:49]([CH:91]=[CH:92][CH:93]=1)[CH2:50][N:51]1[CH:55]=[C:54]([C:56]2[C:64]3[C:59](=[N:60][CH:61]=[C:62]([C:65]4[CH:66]=[CH:67][C:68]([N:71]5[CH2:72][CH2:73][N:74]([CH2:77][C@H:78]([OH:80])[CH3:79])[CH2:75][CH2:76]5)=[CH:69][CH:70]=4)[CH:63]=3)[NH:58][CH:57]=2)[CH:53]=[N:52]1 |f:0.1,3.4,5.6.7|. Reported procedure: Using similar reaction conditions as described in step-iii of example-1, (R)-1-(4-(4-(3-(1-(3-fluorobenzyl)-1H-pyrazol-4-yl)-1-tosyl-1H-pyrrolo[2,3-b]pyridin-5-yl)phenyl)piperazin-1-yl)propan-2-ol (160 mg, 0.24 mmol) was hydrolyzed by lithium hydroxide (50 mg, 1.2 mmol) in THF/methanol/water (3/2/1 ml) to afford 35 mg (28.6% yield) of the titled compound. 1H NMR (CD3OD, 300 MHz): δ 8.58-8.57 (d, 1H), 8.53 (s, 1H), 8.24 (s, 1H), 7.969-7.967 (d, 1H), 7.74 (s, 1H), 7.71-7.68 (d, 2H), 7.41-7.35 (m, ... The reactants are Cc1cccc(C)c1C=O, CC(=O)O, I, N=C(NN)NCc1ccccn1, O. Product: I, Cc1cccc(C)c1C=NNC(=N)NCc1ccccn1. RXN SMILES: [CH3:14][c:15]1[c:16]([CH:17]=[O:18])[c:19]([CH3:23])[cH:20][cH:21][cH:22]1.[CH3:24][C:25](=[O:26])[OH:27].[IH:1].[NH2:2][NH:3][C:4](=[NH:5])[NH:6][CH2:7][c:8]1[n:9][cH:10][cH:11][cH:12][cH:13]1.[OH2:28]>>[IH:1].[N:2]([NH:3][C:4](=[NH:5])[NH:6][CH2:7][c:8]1[n:9][cH:10][cH:11][cH:12][cH:13]1)=[CH:17][c:16]1[c:15]([CH3:14])[cH:22][cH:21][cH:20][c:19]1[CH3:23]. Starting materials: I(=O)(=O)(=O)[O-].[Na+] (sodium periodate), FC(C(=O)O)(F)F.ClC=1N=CN(C1)C1=C(C=C(C=C1)NC1=NN2C(C(CC(CC2)=C)C2=CC=C(C=C2)F)=N1)OC (N-(4-(4-chloro-1H-imidazol-1-yl)-3-methoxyphenyl)-9-(4-fluorophenyl)-7-methylene-6,7,8,9-tetrahydro-5H-[1,2,4]triazolo[1,5-a]azepin-2-amine 2,2,2-trifluoroacetate). The reagents and catalysts are [Os](=O)(=O)(=O)=O (osmium tetroxide). Solvent: O (water), [Cl-].[Na+].O (brine), O (water), C1CCOC1 (THF). Conditions: time 1 hour. Yields the product FC(C(=O)O)(F)F.ClC=1N=CN(C1)C1=C(C=C(C=C1)NC1=NN2C(C(CC(CC2)=O)C2=CC=C(C=C2)F)=N1)OC (2-(4-(4-chloro-1H-imidazol-1-yl)-3-methoxyphenylamino)-9-(4-fluorophenyl)-8,9-dihydro-5H-[1,2,4]triazolo[1,5-a]azepin-7(6H)-one 2,2,2-trifluoroacetate). Isolated yield 48.0%. As a reaction SMILES: I([O-])(=O)(=O)=[O:2].[Na+].[F:7][C:8]([F:13])([F:12])[C:9]([OH:11])=[O:10].[Cl:14][C:15]1[N:16]=[CH:17][N:18]([C:20]2[CH:25]=[CH:24][C:23]([NH:26][C:27]3[N:44]=[C:30]4[CH:31]([C:37]5[CH:42]=[CH:41][C:40]([F:43])=[CH:39][CH:38]=5)[CH2:32][C:33](=C)[CH2:34][CH2:35][N:29]4[N:28]=3)=[CH:22][C:21]=2[O:45][CH3:46])[CH:19]=1>O.C1COCC1.[Cl-].[Na+].O.[Os](=O)(=O)(=O)=O>[F:7][C:8]([F:13])([F:12])[C:9]([OH:11])=[O:10].[Cl:14][C:15]1[N:16]=[CH:17][N:18]([C:20]2[CH:25]=[CH:24][C:23]([NH:26][C:27]3[N:44]=[C:30]4[CH:31]([C:37]5[CH:38]=[CH:39][C:40]([F:43])=[CH:41][CH:42]=5)[CH2:32][C:33](=[O:2])[CH2:34][CH2:35][N:29]4[N:28]=3)=[CH:22][C:21]=2[O:45][CH3:46])[CH:19]=1 |f:0.1,2.3,6.7.8,10.11|. Reported procedure: A solution of sodium periodate (138 mg, 0.645 mmol) in water (5.0 mL) was added over a 10 min period, via pipet, to a vigorously stirred solution of the N-(4-(4-chloro-1H-imidazol-1-yl)-3-methoxyphenyl)-9-(4-fluorophenyl)-7-methylene-6,7,8,9-tetrahydro-5H-[1,2,4]triazolo[1,5-a]azepin-2-amine (100 mg, 0.215 mmol, from example 133) and osmium tetroxide (5.47 mg, 0.022 mmol) in THF (5.0 mL). The reaction was stirred for 1 h and then diluted with water (150 mL)/brine (100 mL) and extracted with ethy... Reactants: FC1=CC=C(C=C1)C=1C=NN(C1CO)C ([4-(4-fluorophenyl)-1-methyl-1H-pyrazol-5-yl]methanol). Reagents/catalysts: [O-2].[O-2].[Mn+4] (manganese dioxide). The solvent is O1CCCC1 (tetrahydrofuran). Run at time 3 hour. Product: FC1=CC=C(C=C1)C=1C=NN(C1C=O)C (4-(4-fluorophenyl)-1-methyl-1H-pyrazole-5-carbaldehyde). Yield: 69.5%. RXN SMILES: [F:1][C:2]1[CH:7]=[CH:6][C:5]([C:8]2[CH:9]=[N:10][N:11]([CH3:15])[C:12]=2[CH2:13][OH:14])=[CH:4][CH:3]=1>[O-2].[O-2].[Mn+4].O1CCCC1>[F:1][C:2]1[CH:3]=[CH:4][C:5]([C:8]2[CH:9]=[N:10][N:11]([CH3:15])[C:12]=2[CH:13]=[O:14])=[CH:6][CH:7]=1 |f:1.2.3|. Procedure: A mixture of [4-(4-fluorophenyl)-1-methyl-1H-pyrazol-5-yl]methanol (250 mg), activated manganese dioxide (1.0 g) and tetrahydrofuran (10 ml) was stirred at room temperature for 3 hrs. The reaction mixture was filtered, and the organic layer was concentrated to give 4-(4-fluorophenyl)-1-methyl-1H-pyrazole-5-carbaldehyde (172 mg, yield 70%) as pale-yellow crystals. The reactants are BrC1=CC=C(C=C1)C=1N=C(N=NC1C1=CC=C(C=C1)Br)C=1C=NC=CC1 (5,6-bis(4-bromophenyl)-3-(3-pyridyl)-1,2,4-triazine), C1(=CC=C(C=C1)C)C (para-xylene), C12C=CC(C=C1)C2 (2,5-Norbornadiene), O (water). The solvent is C(C)(=O)OCC (ethyl acetate), CCCCCC (hexane). Conditions: temperature 150 celsius. Yields the product BrC1=CC=C(C=C1)C=1C=CC(=NC1C1=CC=C(C=C1)Br)C=1C=NC=CC1 (5,6-bis(4-bromophenyl)-2,3′-bipyridine). The yield is 28.0%. RXN SMILES: [Br:1][C:2]1[CH:7]=[CH:6][C:5]([C:8]2[N:9]=[C:10]([C:21]3[CH:22]=[N:23][CH:24]=[CH:25][CH:26]=3)N=N[C:13]=2[C:14]2[CH:19]=[CH:18][C:17]([Br:20])=[CH:16][CH:15]=2)=[CH:4][CH:3]=1.[C:27]1(C)C=CC(C)=C[CH:28]=1.C12CC(C=C1)C=C2.O>C(OCC)(=O)C.CCCCCC>[Br:20][C:17]1[CH:18]=[CH:19][C:14]([C:13]2[CH:27]=[CH:28][C:10]([C:21]3[CH:22]=[N:23][CH:24]=[CH:25][CH:26]=3)=[N:9][C:8]=2[C:5]2[CH:6]=[CH:7][C:2]([Br:1])=[CH:3][CH:4]=2)=[CH:15][CH:16]=1. Procedure details: Into a 200 mL three-neck recovery flask, 2.4 g (5.0 mmol) of 5,6-bis(4-bromophenyl)-3-(3-pyridyl)-1,2,4-triazine, 60 mL of para-xylene, and 2.5 mL (23 mmol) of 2,5-Norbornadiene were put. This solution was refluxed at 150° C. for 20 hours under a nitrogen stream. After a certain time, water was added to the mixture, and an aqueous layer was extracted with toluene. The obtained extract was washed with a saturated saline together with an organic layer and the organic layer was dried over magnesium...